This data is from the Open Reaction Database (ORD), a public repository of structured organic reaction records. The task is: describe an organic reaction: reactants, conditions, products, and yield Starting materials: Cl (Hydrogen chloride), C(C)(=O)OCC (ethyl acetate), ClC1=CC=C(C=C1)C1NC(CN(C1)C(=O)OC(C)(C)C)(C)C (2-(4-chlorophenyl)-4-t-butoxycarbonyl-6,6-dimethyl-piperazine). Reaction conditions: time 12 hour. The product is Cl.Cl.ClC1=CC=C(C=C1)C1NC(CNC1)(C)C (2-(4-chlorophenyl)-6,6-dimethyl-piperazine dihydrochloride). Isolated yield 95.0%. RXN SMILES: [ClH:1].C(OCC)(=O)C.[Cl:8][C:9]1[CH:14]=[CH:13][C:12]([CH:15]2[CH2:20][N:19](C(OC(C)(C)C)=O)[CH2:18][C:17]([CH3:29])([CH3:28])[NH:16]2)=[CH:11][CH:10]=1>>[ClH:8].[ClH:1].[Cl:8][C:9]1[CH:10]=[CH:11][C:12]([CH:15]2[CH2:20][NH:19][CH2:18][C:17]([CH3:29])([CH3:28])[NH:16]2)=[CH:13][CH:14]=1 |f:3.4.5|. Procedure details: 4 M Hydrogen chloride in ethyl acetate (5.0 mL, 20.0 mmol) was added to a solution of 2-(4-chlorophenyl)-4-t-butoxycarbonyl-6,6-dimethyl-piperazine (1.69 g, 5.2 mmol). After 12 h, removing the solvent, filtrating and washing the precipitate with ethyl acetate gave 2-(4-chlorophenyl)-6,6-dimethyl-piperazine dihydrochloride (1.43 g, 95%). 1H NMR (300 MHz, DMSO-d6), δ 1.40 (3H, s), 1.58(3H, s), 3.24-3.99(4H, m), 4.73(1H, m), 7.69(2H, d, J=8.4 Hz), 7.79(2H, m), 9.99-10.12(2H, m). The reactants are CC(NC(=O)C(NC(=O)C(CCCc1ccc(Oc2ccccc2)c(F)c1)CC(=O)OC(C)(C)C)C(C)(C)C)c1ccccc1, ClCCl, O=C(O)C(F)(F)F. The product is CC(NC(=O)C(NC(=O)C(CCCc1ccc(Oc2ccccc2)c(F)c1)CC(=O)O)C(C)(C)C)c1ccccc1. Reaction SMILES: [CH3:8][C:9]([CH:10]([C:11](=[O:12])[NH:13][CH:14]([CH3:15])[c:16]1[cH:17][cH:18][cH:19][cH:20][cH:21]1)[NH:22][C:23](=[O:24])[CH:25]([CH2:26][C:27](=[O:28])[O:29][C:30]([CH3:31])([CH3:32])[CH3:33])[CH2:34][CH2:35][CH2:36][c:37]1[cH:38][c:39]([F:50])[c:40]([O:43][c:44]2[cH:45][cH:46][cH:47][cH:48][cH:49]2)[cH:41][cH:42]1)([CH3:51])[CH3:52].[Cl:53][CH2:54][Cl:55].[OH:1][C:2]([C:3]([F:4])([F:5])[F:6])=[O:7]>>[CH3:8][C:9]([CH:10]([C:11](=[O:12])[NH:13][CH:14]([CH3:15])[c:16]1[cH:17][cH:18][cH:19][cH:20][cH:21]1)[NH:22][C:23](=[O:24])[CH:25]([CH2:26][C:27](=[O:28])[OH:29])[CH2:34][CH2:35][CH2:36][c:37]1[cH:38][c:39]([F:50])[c:40]([O:43][c:44]2[cH:45][cH:46][cH:47][cH:48][cH:49]2)[cH:41][cH:42]1)([CH3:51])[CH3:52]. The product is C(C1=CC=CC=C1)OC1=CC2=CC=CC=C2C=C1 (β-naphthyl benzyl ether). Run at temperature 120 celsius. As a reaction SMILES: [CH:1]1[C:10]2[C:5](=[CH:6][CH:7]=[CH:8][CH:9]=2)[CH:4]=[CH:3][C:2]=1[OH:11].C(=O)([O-])[O-].[K+].[K+].[CH2:18](Cl)[C:19]1[CH:24]=[CH:23][CH:22]=[CH:21][CH:20]=1>CN(C)C=O>[CH2:18]([O:11][C:2]1[CH:3]=[CH:4][C:5]2[C:10](=[CH:9][CH:8]=[CH:7][CH:6]=2)[CH:1]=1)[C:19]1[CH:24]=[CH:23][CH:22]=[CH:21][CH:20]=1 |f:1.2.3|. Reactants: C1=C(C=CC2=CC=CC=C12)O (β-naphthol), C([O-])([O-])=O.[K+].[K+] (potassium carbonate), C(C1=CC=CC=C1)Cl (benzyl chloride). The solvent is CN(C=O)C (dimethylformamide). Procedure details: 28.2 g (200 mmol) of β-naphthol and 30.4 g (220 mmol) of potassium carbonate were mixed in 80 ml of dimethylformamide, 27.8 g (220 mmol) of benzyl chloride were added dropwise, and the mixture was heated at 120° C. for 2 hours. The residue formed was filtered off, and the filtrate was admixed with water to the onset of cloudiness. Filtration of the cold mixture and drying of the solid gave 44.6 g (95%) of β-naphthyl benzyl ether; melting point: 101° C. Isolated yield 95.2%.